This data is from the Open Reaction Database (ORD), a public repository of structured organic reaction records. The task is: describe an organic reaction: reactants, conditions, products, and yield Reactants: C(CCC)PCCCC (di-n-butylphosphine), P(Cl)(Cl)(Cl)(Cl)Cl (PCl5). The solvent is toluene. HCl, P(Cl)(Cl)Cl (PCl3). Yields the product C(CCC)P(Cl)CCCC (di-n-butylchlorophosphine). The yield is 55.9%. RXN SMILES: [CH2:1]([PH:5][CH2:6][CH2:7][CH2:8][CH3:9])[CH2:2][CH2:3][CH3:4].P(Cl)(Cl)(Cl)(Cl)[Cl:11]>P(Cl)(Cl)Cl>[CH2:1]([P:5]([CH2:6][CH2:7][CH2:8][CH3:9])[Cl:11])[CH2:2][CH2:3][CH3:4]. Procedure details: 148 g (1 mol) di-n-butylphosphine was dropped at a maximum reaction temperature of 30° C. into a suspension of 232 g (1.1 mol) PCl5 in 500 ml toluene. HCl and PCl3 formed during the reaction were removed under a vacuum of 130 mbar and condensed in a cooling trap. After the reaction was complete, the reaction mixture was found to comprise two liquid phases. The upper phase contained PCl3 in toluene. The bulk quantity of chlorophosphine was in the lower phase (31P-NMR). It was worked up distillati...